From a dataset of the Open Reaction Database (ORD), a public repository of structured organic reaction records. describe an organic reaction: reactants, conditions, products, and yield Starting materials: CC(=O)[O-], CC(=O)O, O=C1OC(Cl)c2ccccc21, [H][H], [Na+]. The product is O=C1OCc2ccccc21. RXN SMILES: [CH3:13][C:14](=[O:15])[O-:16].[CH3:19][C:20](=[O:21])[OH:22].[Cl:1][CH:2]1[O:3][C:4](=[O:5])[c:6]2[cH:7][cH:8][cH:9][cH:10][c:11]21.[H:17][H:18].[Na+:12]>>[CH2:2]1[O:3][C:4](=[O:5])[c:6]2[cH:7][cH:8][cH:9][cH:10][c:11]21.